This data is from the Open Reaction Database (ORD), a public repository of structured organic reaction records. The task is: describe an organic reaction: reactants, conditions, products, and yield Starting materials: O=C1c2cc(Br)ccc2CC2CN(Cc3ccccc3)CCN12, CCOC(C)=O, CN1CCN(C)C1=O, N#C[Cu], [Cu]I, O. Yields the product N#Cc1ccc2c(c1)C(=O)N1CCN(Cc3ccccc3)CC1C2. As a reaction SMILES: [CH2:1]([c:2]1[cH:3][cH:4][cH:5][cH:6][cH:7]1)[N:8]1[CH2:9][CH:10]2[N:11]([C:12](=[O:21])[c:13]3[cH:14][c:15]([Br:20])[cH:16][cH:17][c:18]3[CH2:19]2)[CH2:22][CH2:23]1.[CH3:27][CH2:28][O:29][C:30]([CH3:31])=[O:32].[CH3:34][N:35]1[CH2:36][CH2:37][N:38]([CH3:39])[C:40]1=[O:41].[Cu:24][C:25]#[N:26].[Cu:42][I:43].[OH2:33]>>[CH2:1]([c:2]1[cH:3][cH:4][cH:5][cH:6][cH:7]1)[N:8]1[CH2:9][CH:10]2[N:11]([C:12](=[O:21])[c:13]3[cH:14][c:15]([C:25]#[N:26])[cH:16][cH:17][c:18]3[CH2:19]2)[CH2:22][CH2:23]1. Starting materials: ( 31/20/8 ), ( 8 ), ( 11/13 ), C[C@@H]1CNC(=O)[C@H](NC(=O)/C=C/C[C@H](OC(=O)[C@@H](OC1=O)CC(C)C)[C@H](C)/C=C/C=2C=CC=CC2)CC=3C=CC(=C(C3)Cl)OC (Cryptophycin 3), CC1CNC(=O)C(NC(=O)/C=C/CC(OC(=O)C(OC1=O)CC(C)C)C(C)C2C(O2)C3=CC=CC=C3)CC4=CC(=C(C=C4)OC)Cl (Cryptophycin), C[C@@H]1CNC(=O)[C@H](NC(=O)/C=C\C[C@H](OC(=O)[C@@H](OC1=O)CC(C)C)[C@H](C)/C=C/C2=CC=CC=C2)CC3=CC=C(C=C3)OC (Cryptophycin 4), C[C@@H]1CNC(=O)[C@H](NC(=O)/C=C\C[C@H](OC(=O)[C@@H](OC1=O)CC(C)C)[C@H](C)/C=C/C2=CC=CC=C2)CC3=CC=C(C=C3)OC (Cryptophycin 4), CC1CNC(=O)C(NC(=O)/C=C/CC(OC(=O)C(OC1=O)CC(C)C)C(C)C2C(O2)C3=CC=CC=C3)CC4=CC(=C(C=C4)OC)Cl (Cryptophycin), ClC=1C=C(C[C@H](N)C(=O)O)C=CC1OC (3-chloro-4-methoxyphenylalanine), C[C@H]1[C@@H](O[C@H]([C@@H]1O)C2=CC=CC=C2)C/C=C/C(=O)N[C@H](CC3=CC(=C(C=C3)OC)Cl)C(=O)NC[C@@H](C)C(=O)OC (Cryptophycin 6), C[C@@H]1CNC(=O)[C@H](NC(=O)/C=C/C[C@H](OC(=O)[C@@H](OC1=O)CC(C)C)[C@H](C)/C=C/C=2C=CC=CC2)CC=3C=CC(=C(C3)Cl)OC (Cryptophycin 3), C[C@@H]1CNC(=O)[C@H](NC(=O)/C=C/C[C@H](OC(=O)[C@@H](OC1=O)CC(C)C)[C@H](C)[C@@H]2[C@H](O2)C3=CC=CC=C3)CC4=CC(=C(C=C4)OC)Cl (Cryptophycin 1), ( 39/30/7 ), C[C@@H]1CNC(=O)[C@H](NC(=O)/C=C/C[C@H](OC(=O)[C@@H](OC1=O)CC(C)C)[C@H](C)[C@@H]2[C@H](O2)C3=CC=CC=C3)CC4=CC(=C(C=C4)OC)Cl (Cryptophycin 1), ( 5 ), C(C(O)CC(C)C)(=O)O (leucic acid), ( 5 ), ( 11/5/2 ), ( ε ), NCC(C(=O)O)C (3-amino-2-methylpropionic acid), C[C@@H]1CNC(=O)[C@H](NC(=O)/C=C/C[C@H](OC(=O)[C@@H](OC1=O)CC(C)C)[C@H](C)/C=C/C=2C=CC=CC2)CC=3C=CC(=C(C3)Cl)OC (Cryptophycin 3), ( 64 ), C[C@@H]1CNC(=O)[C@H](NC(=O)/C=C\C[C@H](OC(=O)[C@@H](OC1=O)CC(C)C)[C@H](C)/C=C/C2=CC=CC=C2)CC3=CC=C(C=C3)OC (Cryptophycin 4), ( 12 ), C[C@@H]1CNC(=O)[C@H](NC(=O)/C=C/C[C@H](OC(=O)[C@@H](OC1=O)CC(C)C)[C@H](C)/C=C/C=2C=CC=CC2)CC=3C=CC(=C(C3)Cl)OC (Cryptophycin 3), OC(CC=CC(=O)O)C(C(C(C1=CC=CC=C1)O)O)C (5,7,8-trihydroxy-6-methyl-8-phenyl-2-octenoic acid), C[C@@H]1CNC(=O)[C@H](NC(=O)/C=C/C[C@H](OC(=O)[C@@H](OC1=O)CC(C)C)[C@H](C)[C@@H]2[C@H](O2)C3=CC=CC=C3)CC4=CC(=C(C=C4)OC)Cl (Cryptophycin 1), ( 100 ), ( 47/35/8 ), CC1CNC(=O)C(NC(=O)/C=C/CC(OC(=O)C(OC1=O)CC(C)C)C(C)C2C(O2)C3=CC=CC=C3)CC4=CC(=C(C=C4)OC)Cl (Cryptophycin), ( 6/8 ), CC1CNC(=O)C(NC(=O)/C=C/CC(OC(=O)C(OC1=O)CC(C)C)C(C)C2C(O2)C3=CC=CC=C3)CC4=CC(=C(C=C4)OC)Cl (Cryptophycin), C[C@@H]1CNC(=O)[C@H](NC(=O)/C=C/C[C@H](OC(=O)[C@@H](OC1=O)CC(C)C)[C@H](C)[C@@H]2[C@H](O2)C3=CC=CC=C3)CC4=CC(=C(C=C4)OC)Cl (Cryptophycin 1), ( 9 ), ( 10/14 ), CC1CNC(=O)C(NC(=O)/C=C/CC(OC(=O)C(OC1=O)CC(C)C)C(C)C2C(O2)C3=CC=CC=C3)CC4=CC(=C(C=C4)OC)Cl (Cryptophycin), CC1CNC(=O)C(NC(=O)/C=C/CC(OC(=O)C(OC1=O)CC(C)C)C(C)C2C(O2)C3=CC=CC=C3)CC4=CC(=C(C=C4)OC)Cl (Cryptophycin), ( 5/9 ). Run in CO (MeOH). Product: C[C@@H]1CNC(=O)[C@H](NC(=O)/C=C/C[C@H](OC(=O)[C@@H](OC1=O)CC(C)C)[C@H](C)[C@@H]2[C@H](O2)C3=CC=CC=C3)CC4=CC(=C(C(=C4)Cl)O)Cl (Cryptophycin 23). As a reaction SMILES: [OH:1][CH:2]([CH:9]([CH3:20])[CH:10]([OH:19])[CH:11](O)[C:12]1[CH:17]=[CH:16][CH:15]=[CH:14][CH:13]=1)[CH2:3][CH:4]=[CH:5][C:6]([OH:8])=O.[Cl:21][C:22]1[CH:23]=[C:24]([CH:31]=[CH:32][C:33]=1[O:34]C)[CH2:25][C@@H:26]([C:28]([OH:30])=O)[NH2:27].[NH2:36][CH2:37][CH:38]([CH3:42])[C:39]([OH:41])=[O:40].[C:43]([OH:51])(=O)[CH:44]([CH2:46][CH:47]([CH3:49])[CH3:48])O.C[C@H]1C(=O)O[C@@H](CC(C)C)C(=O)O[C@H]([C@@H]([C@H]2O[C@@H]2C2C=CC=CC=2)C)CC=CC(=O)N[C@H](CC2C=CC(OC)=C([Cl:97])C=2)C(=O)NC1.CC1C(=O)OC(CC(C)C)C(=O)OC(C(C2OC2C2C=CC=CC=2)C)CC=CC(=O)NC(CC2C=CC(OC)=C(Cl)C=2)C(=O)NC1.C[C@H]1C(=O)O[C@@H](CC(C)C)C(=O)O[C@H]([C@@H](/C=C/C2C=CC=CC=2)C)CC=CC(=O)N[C@H](CC2C=CC(OC)=C(Cl)C=2)C(=O)NC1.C[C@H]1C(=O)O[C@@H](CC(C)C)C(=O)O[C@H]([C@@H](/C=C/C2C=CC=CC=2)C)CC=CC(=O)N[C@H](CC2C=CC(OC)=CC=2)C(=O)NC1.C[C@@H]1[C@@H](O)[C@H](C2C=CC=CC=2)O[C@H]1C/C=C/C(N[C@@H](C(NC[C@H](C(OC)=O)C)=O)CC1C=CC(OC)=C(Cl)C=1)=O>CO>[CH3:42][C@H:38]1[C:39](=[O:41])[O:40][C@@H:44]([CH2:46][CH:47]([CH3:49])[CH3:48])[C:43](=[O:51])[O:1][C@H:2]([C@@H:9]([C@H:10]2[O:19][C@@H:11]2[C:12]2[CH:13]=[CH:14][CH:15]=[CH:16][CH:17]=2)[CH3:20])[CH2:3][CH:4]=[CH:5][C:6](=[O:8])[NH:27][C@H:26]([CH2:25][C:24]2[CH:31]=[C:32]([Cl:97])[C:33]([OH:34])=[C:22]([Cl:21])[CH:23]=2)[C:28](=[O:30])[NH:36][CH2:37]1. Procedure: [α]D +47°(MeOH, c 1.55); UV λmax (ε) 240 (4571), 282 (2174), 290 (2177); IR (neat) νmax 3284, 2960, 1747, 1724, 1653, 1540, 1490, 1339, 1272, 1174 cm-1 ; EIMS m/z (rel intensity) 674/675/678 (47/35/8), 432/434/436 (11/5/2), 299/301/303 (39/30/7), 227 (64), 215/217/219 (31/20/8), 141 (100); high resolution EIMS m/z 674.21643 (calcd. for C34H4Cl2N2O8, -0.3 mmu error); 1H NMR (CDCl3) amino or hydroxyacid unit δ (carbon position, multiplicity; J in Hz) 7,8-epoxy-5-hydroxy-6-methyl-8-phenyl-2-octenoi... The reactants are N#CCc1ccc(Br)cc1, [Na+], [Na+], O=C([O-])[O-], OB(O)c1ccc(F)cc1, [Pd], c1ccc(P(c2ccccc2)c2ccccc2)cc1, c1ccc(P(c2ccccc2)c2ccccc2)cc1, c1ccc(P(c2ccccc2)c2ccccc2)cc1, c1ccc(P(c2ccccc2)c2ccccc2)cc1. Product: N#CCc1ccc(-c2ccc(F)cc2)cc1. As a reaction SMILES: [Br:1][c:2]1[cH:3][cH:4][c:5]([CH2:8][C:9]#[N:10])[cH:6][cH:7]1.[Na+:21].[Na+:22].[O-:23][C:24](=[O:25])[O-:26].[OH:11][B:12]([OH:13])[c:14]1[cH:15][cH:16][c:17]([F:18])[cH:19][cH:20]1.[Pd:103].[c:27]1([P:28]([c:29]2[cH:30][cH:31][cH:32][cH:33][cH:34]2)[c:35]2[cH:36][cH:37][cH:38][cH:39][cH:40]2)[cH:41][cH:42][cH:43][cH:44][cH:45]1.[c:46]1([P:47]([c:48]2[cH:49][cH:50][cH:51][cH:52][cH:53]2)[c:54]2[cH:55][cH:56][cH:57][cH:58][cH:59]2)[cH:60][cH:61][cH:62][cH:63][cH:64]1.[c:65]1([P:66]([c:67]2[cH:68][cH:69][cH:70][cH:71][cH:72]2)[c:73]2[cH:74][cH:75][cH:76][cH:77][cH:78]2)[cH:79][cH:80][cH:81][cH:82][cH:83]1.[c:84]1([P:85]([c:86]2[cH:87][cH:88][cH:89][cH:90][cH:91]2)[c:92]2[cH:93][cH:94][cH:95][cH:96][cH:97]2)[cH:98][cH:99][cH:100][cH:101][cH:102]1>>[c:2]1(-[c:14]2[cH:15][cH:16][c:17]([F:18])[cH:19][cH:20]2)[cH:3][cH:4][c:5]([CH2:8][C:9]#[N:10])[cH:6][cH:7]1.